Dataset: the Open Reaction Database (ORD), a public repository of structured organic reaction records. Task: describe an organic reaction: reactants, conditions, products, and yield Reactants: FC(OC(C(OC(C(OC(COCCCCBr)(F)F)(F)F)(F)F)(F)F)(F)F)(F)F (4-(2-(2-(2-(trifluoromethoxy)tetrafluoroethoxy)tetrafluoroethoxy)-2,2-difluoroethoxy)-1-bromobutane), C(CCCCCCC)C=1C=NC(=NC1)C1=CC=C(C=C1)O (5-octyl-2-(4-hydroxyphenyl)pyrimidine). The product is C(CCCCCCC)C=1C=NC(=NC1)C1=CC=C(C=C1)OCCCCOCC(F)(F)OC(C(OC(C(OC(F)(F)F)(F)F)(F)F)(F)F)(F)F (5-Octyl-2-[4-(4-(2-(2-(2-(trifluoromethoxy)tetrafluoroethoxy)tetrafluoroethoxy)-2,2-difluoroethoxy)butoxy)phenyl]pyrimidine). As a reaction SMILES: [F:1][C:2]([F:29])([F:28])[O:3][C:4]([F:27])([F:26])[C:5]([F:25])([F:24])[O:6][C:7]([F:23])([F:22])[C:8]([F:21])([F:20])[O:9][C:10]([F:19])([F:18])[CH2:11][O:12][CH2:13][CH2:14][CH2:15][CH2:16]Br.[CH2:30]([C:38]1[CH:39]=[N:40][C:41]([C:44]2[CH:49]=[CH:48][C:47]([OH:50])=[CH:46][CH:45]=2)=[N:42][CH:43]=1)[CH2:31][CH2:32][CH2:33][CH2:34][CH2:35][CH2:36][CH3:37]>>[CH2:30]([C:38]1[CH:43]=[N:42][C:41]([C:44]2[CH:49]=[CH:48][C:47]([O:50][CH2:16][CH2:15][CH2:14][CH2:13][O:12][CH2:11][C:10]([O:9][C:8]([F:20])([F:21])[C:7]([F:22])([F:23])[O:6][C:5]([F:24])([F:25])[C:4]([F:26])([F:27])[O:3][C:2]([F:28])([F:29])[F:1])([F:19])[F:18])=[CH:46][CH:45]=2)=[N:40][CH:39]=1)[CH2:31][CH2:32][CH2:33][CH2:34][CH2:35][CH2:36][CH3:37]. Procedure details: The title compound was prepared essentially as in Example 1 by combining 4-(2-(2-(2-(trifluoromethoxy)tetrafluoroethoxy)tetrafluoroethoxy)-2,2-difluoroethoxy)-1-bromobutane (20.9 g, 38.5 mol; prepared from 1,4-dibromobutane and 2-(2-(2-(trifluoromethoxy)tetrafluoroethoxy)tetrafluoroethoxy)-2,2-difluoroethanol) with 5-octyl-2-(4-hydroxyphenyl)pyrimidine (10.0 g, 0.35 mol). The resulting product was further purified by recrystallization from ethanol and subsequent Kugelrohr distillation to provide... Starting materials: C(CCC)OC(=O)NC(COC(NCCCCCCCCCCCCCCCCCC)=O)CNS(=O)(=O)CCCCl (2-Butoxycarbonylamino-3-(3-chloropropylsulfonylamino)-1-octadecylcarbamoyloxypropane), e4, C(CCCCCCCCCCCCCCC)SCC(CNS(=O)(=O)CCCI)OC (1-hexadecylthio-3-(3-iodopropylsulfonylamino)-2-methoxypropane). Yields the product C(CCC)OC(=O)NC(CSCCCCCCCCCCCCCCCC)CNS(=O)(=O)CCCI (2-butoxycarbonylamino-1-hexadecylthio-3-(3-iodopropylsulfonylamino)propane). Reaction SMILES: [CH2:1]([O:5][C:6]([NH:8]C(CNS(CCCCl)(=O)=O)COC(=O)NCCCCCCCCCCCCCCCCCC)=[O:7])[CH2:2][CH2:3][CH3:4].[CH2:42]([S:58][CH2:59][CH:60](OC)[CH2:61][NH:62][S:63]([CH2:66][CH2:67][CH2:68][I:69])(=[O:65])=[O:64])[CH2:43][CH2:44][CH2:45][CH2:46][CH2:47][CH2:48][CH2:49][CH2:50][CH2:51][CH2:52][CH2:53][CH2:54][CH2:55][CH2:56][CH3:57]>>[CH2:1]([O:5][C:6]([NH:8][CH:60]([CH2:61][NH:62][S:63]([CH2:66][CH2:67][CH2:68][I:69])(=[O:64])=[O:65])[CH2:59][S:58][CH2:42][CH2:43][CH2:44][CH2:45][CH2:46][CH2:47][CH2:48][CH2:49][CH2:50][CH2:51][CH2:52][CH2:53][CH2:54][CH2:55][CH2:56][CH3:57])=[O:7])[CH2:2][CH2:3][CH3:4]. Reported procedure: 2-Butoxycarbonylamino-3-(3-chloropropylsulfonylamino)-1-hexadecylthiopropane III e4 is allowed to react and worked up by the same procedure as described in (5). m.p. 82°-83° C. The summary of the experimental condition and the physical data of the product are listed in Table 8. Starting materials: COC(CC1=CC(=CC=C1)OC(C)C)=O (methyl(3-isopropoxyphenyl)acetate), [H-].[Al+3].[Li+].[H-].[H-].[H-] (lithium aluminum hydride), O.O.O.O.O.O.O.O.O.O.S(=O)(=O)([O-])[O-].[Na+].[Na+] (sodium sulfate decahydrate). Conditions: time 25 minute. The product is C(C)(C)OC=1C=C(C=CC1)CCO (2-(3-isopropoxyphenyl)ethanol). RXN SMILES: C[O:2][C:3](=O)[CH2:4][C:5]1[CH:10]=[CH:9][CH:8]=[C:7]([O:11][CH:12]([CH3:14])[CH3:13])[CH:6]=1.[H-].[Al+3].[Li+].[H-].[H-].[H-].O.O.O.O.O.O.O.O.O.O.S([O-])([O-])(=O)=O.[Na+].[Na+]>>[CH:12]([O:11][C:7]1[CH:6]=[C:5]([CH2:4][CH2:3][OH:2])[CH:10]=[CH:9][CH:8]=1)([CH3:14])[CH3:13] |f:1.2.3.4.5.6,7.8.9.10.11.12.13.14.15.16.17.18.19|. Reported procedure: To a solution of methyl(3-isopropoxyphenyl)acetate (280 mg) in tetrahedron (5 ml), 52 mg of lithium aluminum hydride was added under ice-cooling, and the reaction solution was stirred at the same temperature for 25 minutes. To the reaction solution was added sodium sulfate decahydrate, and the mixture was stirred at room temperature for 2 hours. The reaction solution was filtered, and then the filtrate was distilled off under reduced pressure. The residue obtained was purified by silica gel colu... Reactants: ClCCCl, O=C(O)Cn1cc(-c2ccc(Cl)s2)n(Cc2ccccc2F)c1=O, Cl, CC(C)(N)c1cccc(C(F)(F)F)c1, CN(C)C=O, O, On1nnc2ccccc21. RXN SMILES: [CH2:35]([Cl:36])[CH2:37][Cl:38].[Cl:1][c:2]1[cH:3][cH:4][c:5](-[c:7]2[n:8]([CH2:17][c:18]3[c:19]([F:24])[cH:20][cH:21][cH:22][cH:23]3)[c:9](=[O:16])[n:10]([CH2:12][C:13](=[O:14])[OH:15])[cH:11]2)[s:6]1.[ClH:39].[F:40][C:41]([c:42]1[cH:43][c:44]([C:48]([CH3:49])([CH3:50])[NH2:51])[cH:45][cH:46][cH:47]1)([F:52])[F:53].[O:54]=[CH:55][N:56]([CH3:57])[CH3:58].[OH2:59].[OH:25][n:26]1[c:27]2[c:28]([cH:29][cH:30][cH:31][cH:32]2)[n:33][n:34]1>>[Cl:1][c:2]1[cH:3][cH:4][c:5](-[c:7]2[n:8]([CH2:17][c:18]3[c:19]([F:24])[cH:20][cH:21][cH:22][cH:23]3)[c:9](=[O:16])[n:10]([CH2:12][C:13](=[O:14])[NH:51][C:48]([c:44]3[cH:43][c:42]([C:41]([F:40])([F:52])[F:53])[cH:47][cH:46][cH:45]3)([CH3:49])[CH3:50])[cH:11]2)[s:6]1. The product is CC(C)(NC(=O)Cn1cc(-c2ccc(Cl)s2)n(Cc2ccccc2F)c1=O)c1cccc(C(F)(F)F)c1. The reactants are C(C)(=O)O[C@@H]1C[C@@]2([C@@H](C[C@H]3[C@@H]4C[C@H]([C@@H]([C@@]4(C)CC[C@@H]3[C@]2(CC1)C)NC)O)Cl)Cl (5α,6β-dichloro-17β-methylamino-5α-androstane-3β,16α-diol 3-acetate), O (water). The solvent is CO (methanol), [OH-].[K+] (potassium hydroxide). Product: Cl[C@]12[C@@H](C[C@H]3[C@@H]4C[C@H]([C@@H]([C@@]4(C)CC[C@@H]3[C@]2(CC[C@@H](C1)O)C)NC)O)Cl (5α,6β-dichloro-17β-methylamino-5α-androstane-3β,16α-diol). As a reaction SMILES: C([O:4][C@H:5]1[CH2:22][CH2:21][C@@:20]2([CH3:23])[C@@:7]([Cl:28])([C@H:8]([Cl:27])[CH2:9][C@@H:10]3[C@@H:19]2[CH2:18][CH2:17][C@@:15]2([CH3:16])[C@H:11]3[CH2:12][C@@H:13]([OH:26])[C@@H:14]2[NH:24][CH3:25])[CH2:6]1)(=O)C.O>CO.[OH-].[K+]>[Cl:28][C@:7]12[CH2:6][C@@H:5]([OH:4])[CH2:22][CH2:21][C@:20]1([CH3:23])[C@@H:19]1[C@H:10]([C@H:11]3[C@@:15]([CH2:17][CH2:18]1)([CH3:16])[C@@H:14]([NH:24][CH3:25])[C@H:13]([OH:26])[CH2:12]3)[CH2:9][C@H:8]2[Cl:27] |f:3.4|. Procedure details: A stirred suspension of 5α,6β-dichloro-17β-methylamino-5α-androstane-3β,16α-diol 3-acetate (13 g) in methanol (105 ml) and aqueous potassium hydroxide solution (3.9 ml; 10 N) was heated under reflux for 1 hr., cooled and water was added to precipitate the product as a white solid, which was filtered off, and washed with water (wt. 11 g). Recrystallisation of a sample from methanol gave 5α,6β-dichloro-17β-methylamino-5α-androstane-3β,16α-diol as prisms, m.p. 194°-195° C. (decomp.). Starting materials: C(C)(C)(C)C1CCC(CC1)=O (4-t-butylcyclohexanone), C(C)N(CC)S(F)(F)F (diethylaminosulfur trifluoride), FC1=CC=C(C=C1)OC (4-fluoroanisole), B(F)(F)F.CCOCC (BF3.OEt2). Run in C(Cl)Cl (CH2Cl2). Conditions: time 6 hour. Product: FC1(CCC(CC1)C(C)(C)C)F (1,1-difluoro-4-t-butylcyclohexane). The yield is 67.0%. As a reaction SMILES: [C:1]([CH:5]1CCC(=O)CC1)(C)([CH3:3])[CH3:2].C(N(S(F)(F)[F:18])CC)C.B(F)(F)F.CCOCC.[F:30][C:31]1[CH:36]=[CH:35][C:34](OC)=[CH:33][CH:32]=1>C(Cl)Cl>[F:30][C:31]1([F:18])[CH2:36][CH2:35][CH:34]([C:1]([CH3:5])([CH3:3])[CH3:2])[CH2:33][CH2:32]1 |f:2.3|. Procedure details: A solution of 4-t-butylcyclohexanone (308 mg, 2.0 mmol) in CH2Cl2 (10.0 mL) was added to diethylaminosulfur trifluoride (483 mg, 3.0 mmol ) at room temperature under N2. BF3.OEt2 (100 mL) was added and the mixture was stirred for 6 h at room temperature. The mixture was washed with saturated NaHCO3, dried (Na2SO4), filtered and evaporated in vacuo. Proton and Fluorine NMR with 4-fluoroanisole (2 mmol) as internal standard showed that a 67% yield of 1,1-difluoro-4-t-butylcyclohexane was obtained. Reactants: C(C)(C)(C)OC(=O)NC(=NC1=CC(=CC=C1)C1=NC=CC=C1C(F)(F)F)NC(=O)OC(C)(C)C (N,N′-bis(tert-butoxycarbonyl)-N″-(3-(3-trifluoromethylpyridin-2-yl)phenyl)guanidine), Cl (hydrogen chloride). Run in ClCCl (dichloromethane), O1CCOCC1 (1,4-dioxane). Run at time 18 hour. The product is Cl.Cl.FC(C=1C(=NC=CC1)C=1C=C(C=CC1)NC(=N)N)(F)F (3-(3-trifluoromethylpyridin-2-yl) phenylguanidine dihydrochloride). As a reaction SMILES: C(OC([NH:8][C:9]([NH:27]C(OC(C)(C)C)=O)=[N:10][C:11]1[CH:16]=[CH:15][CH:14]=[C:13]([C:17]2[C:22]([C:23]([F:26])([F:25])[F:24])=[CH:21][CH:20]=[CH:19][N:18]=2)[CH:12]=1)=O)(C)(C)C.[ClH:35]>ClCCl.O1CCOCC1>[ClH:35].[ClH:35].[F:25][C:23]([F:24])([F:26])[C:22]1[C:17]([C:13]2[CH:12]=[C:11]([NH:10][C:9]([NH2:27])=[NH:8])[CH:16]=[CH:15][CH:14]=2)=[N:18][CH:19]=[CH:20][CH:21]=1 |f:4.5.6|. Reported procedure: To a solution of N,N′-bis(tert-butoxycarbonyl)-N″-(3-(3-trifluoromethylpyridin-2-yl)phenyl)guanidine (200 mg) in dichloromethane (2 ml) was added 4N hydrogen chloride in 1,4-dioxane (4 ml), and the mixture was stirred at room temperature for 18 hours. The solvent was evaporated under reduced pressure. To the residue was added 5% ethanol in ethyl acetate (100 ml), and the precipitate was collected by filtration and dried under reduced pressure to give 3-(3-trifluoromethylpyridin-2-yl) phenylguani... Starting materials: ClC1=C(C=NC2=CC(=C(C=C12)OCC)OCC)C#N (4-chloro-6,7-diethoxy-quinoline-3-carbonitrile), O.NC=1C=C(C(C(=O)NN)=CC1)C(=O)NN (4-Aminophthalhydrazide Hydrate), ice water, CC(=O)OCC1=C2C=CC=CC2=C(C3=CC=CC=C31)COC(=O)C (acetic), C([O-])([O-])=O.[Na+].[Na+] (sodium carbonate), Cl (HCl). Solvent: COCCO (2-methoxyethanol). Reaction conditions: temperature 100 celsius, time 20 minute. Product: O=C1NNC(C2=CC(=CC=C12)NC1=C(C=NC2=CC(=C(C=C12)OCC)OCC)C#N)=O (4-(1,4-Dioxo-1,2,3,4-tetrahydro-phthalazin-6-ylamino)-6,7-diethoxy-quinoline-3-carbonitrile). As a reaction SMILES: Cl[C:2]1[C:11]2[C:6](=[CH:7][C:8]([O:15][CH2:16][CH3:17])=[C:9]([O:12][CH2:13][CH3:14])[CH:10]=2)[N:5]=[CH:4][C:3]=1[C:18]#[N:19].O.[NH2:21][C:22]1[CH:23]=[C:24]([C:32]([NH:34][NH2:35])=[O:33])[C:25](=[CH:30][CH:31]=1)[C:26](NN)=[O:27].C(=O)([O-])[O-].[Na+].[Na+].CC(OCC1C2C(=CC=CC=2)C(COC(C)=O)=C2C=1C=CC=C2)=O.Cl>COCCO>[O:27]=[C:26]1[C:25]2[C:24](=[CH:23][C:22]([NH:21][C:2]3[C:11]4[C:6](=[CH:7][C:8]([O:15][CH2:16][CH3:17])=[C:9]([O:12][CH2:13][CH3:14])[CH:10]=4)[N:5]=[CH:4][C:3]=3[C:18]#[N:19])=[CH:31][CH:30]=2)[C:32](=[O:33])[NH:34][NH:35]1 |f:1.2,3.4.5|. Procedure: A solution of 400 mg (1.44 mM) of 4-chloro-6,7-diethoxy-quinoline-3-carbonitrile and 273 mg (1.54 mM) of 4-Aminophthalhydrazide Hydrate in 15 ml of 2-methoxyethanol was refluxed for 3 hours. To the warm solution was added 1 ml of 1M sodium carbonate and the sample was heated for 5 minutes at 100° C., then poured into 300 ml of ice water. The solution was made acetic by addition of concentrated HCl and the solid was collected, washed with water followed by ether and dried under vacuum at 80° C. T...